The task is: describe an organic reaction: reactants, conditions, products, and yield. This data is from the Open Reaction Database (ORD), a public repository of structured organic reaction records. Reactants: CN(C1=CC=NC=C1)CCCO (3-(N-methyl-N-(4-pyridyl)amino)propanol), ClC1=CC(=C(NC2=NC=NC3=CC(=C(C=C23)OC)O)C=C1)F (4-(4-chloro-2-fluoroanilino)-7-hydroxy-6-methoxyquinazoline). Product: Cl.ClC1=CC(=C(NC2=NC=NC3=CC(=C(C=C23)OC)OCCCN(C2=CC=NC=C2)C)C=C1)F (4-(4-chloro-2-fluoroanilino)-6-methoxy-7-(3-(N-methyl-N-(4-pyridyl)amino)propoxy)quinazoline hydrochloride). Yield: 119.0%. RXN SMILES: [CH3:1][N:2]([CH2:9][CH2:10][CH2:11][OH:12])[C:3]1[CH:8]=[CH:7][N:6]=[CH:5][CH:4]=1.[Cl:13][C:14]1[CH:33]=[CH:32][C:17]([NH:18][C:19]2[C:28]3[C:23](=[CH:24][C:25](O)=[C:26]([O:29][CH3:30])[CH:27]=3)[N:22]=[CH:21][N:20]=2)=[C:16]([F:34])[CH:15]=1>>[ClH:13].[Cl:13][C:14]1[CH:33]=[CH:32][C:17]([NH:18][C:19]2[C:28]3[C:23](=[CH:24][C:25]([O:12][CH2:11][CH2:10][CH2:9][N:2]([CH3:1])[C:3]4[CH:8]=[CH:7][N:6]=[CH:5][CH:4]=4)=[C:26]([O:29][CH3:30])[CH:27]=3)[N:22]=[CH:21][N:20]=2)=[C:16]([F:34])[CH:15]=1 |f:2.3|. Reported procedure: Using a procedure analogous to that described in Example 47, 3-(N-methyl-N-(4-pyridyl)amino)propanol (116 mg, 0.7 mmol) was treated with 4-(4-chloro-2-fluoroanilino)-7-hydroxy-6-methoxyquinazoline (160 mg, 0.5 mmol), (prepared as described for the starting material in Example 24), to give 4-(4-chloro-2-fluoroanilino)-6-methoxy-7-(3-(N-methyl-N-(4-pyridyl)amino)propoxy)quinazoline hydrochloride (150 mg, 55%). Run at temperature 50 celsius, time 4 hour. Reported procedure: Combined (R)-butan-2-amine (22.8 mg, 0.312 mmol) and a solution consisting of 6-(4-(4-cyano-2-methylphenyl)-5-hydroxy-1H-pyrazol-1-yl)nicotinic acid (50 mg, 0.156 mmol), HOBT hydrate (35.9 mg, 0.234 mmol), EDCI (44.9 mg, 0.234 mmol), and Hunig's base (0.103 mL, 0.624 mmol) in DMA (1 mL) and stirred at 50° C. for 4 h. The reaction mixture was then purified via preparative HPLC to give the title compound as a yellow solid. 1H NMR (400 MHz, DMSO-d6) δ ppm 0.90 (t, J=7.45 Hz, 3H) 1.17 (d, J=6.57 Hz,... Product: [C@@H](C)(CC)NC(C1=CN=C(C=C1)N1N=CC(=C1O)C1=C(C=C(C=C1)C#N)C)=O ((R)—N-(sec-butyl)-6-(4-(4-cyano-2-methylphenyl)-5-hydroxy-1H-pyrazol-1-yl)nicotinamide). The reactants are C[C@H](CC)N ((R)-butan-2-amine), CCN=C=NCCCN(C)C (EDCI), CCN(C(C)C)C(C)C (Hunig's base), C(#N)C1=CC(=C(C=C1)C=1C=NN(C1O)C1=NC=C(C(=O)O)C=C1)C (6-(4-(4-cyano-2-methylphenyl)-5-hydroxy-1H-pyrazol-1-yl)nicotinic acid), C1=CC=C2C(=C1)N=NN2O.O (HOBT hydrate). Run in CC(=O)N(C)C (DMA). RXN SMILES: [CH3:1][C@@H:2]([NH2:5])[CH2:3][CH3:4].[C:6]([C:8]1[CH:13]=[CH:12][C:11]([C:14]2[CH:15]=[N:16][N:17]([C:20]3[CH:28]=[CH:27][C:23]([C:24](O)=[O:25])=[CH:22][N:21]=3)[C:18]=2[OH:19])=[C:10]([CH3:29])[CH:9]=1)#[N:7].C1C=C2N=NN(O)C2=CC=1.O.CCN=C=NCCCN(C)C.CCN(C(C)C)C(C)C>CC(N(C)C)=O>[C@H:2]([NH:5][C:24](=[O:25])[C:23]1[CH:27]=[CH:28][C:20]([N:17]2[C:18]([OH:19])=[C:14]([C:11]3[CH:12]=[CH:13][C:8]([C:6]#[N:7])=[CH:9][C:10]=3[CH3:29])[CH:15]=[N:16]2)=[N:21][CH:22]=1)([CH2:3][CH3:4])[CH3:1] |f:2.3|. Starting materials: BrC1=C(N=C(S1)NC=1C(=NC=CC1)OC1=C(C=CC=C1)C(C)(C)C)C(F)(F)F (N-(5-bromo-4-(trifluoromethyl)thiazol-2-yl)-2-(2-tert-butylphenoxy)pyridin-3-amine), C(=O)C=1C=C(C=CC1)B(O)O (3-formylphenyl boronic acid). Yields the product C(C)(C)(C)C1=C(OC2=NC=CC=C2NC=2SC(=C(N2)C(F)(F)F)C=2C=C(C=O)C=CC2)C=CC=C1 (3-(2-(2-(2-tert-Butylphenoxy)pyridin-3-ylamino)-4-(trifluoromethyl)thiazol-5-yl)benzaldehyde). As a reaction SMILES: Br[C:2]1[S:6][C:5]([NH:7][C:8]2[C:9]([O:14][C:15]3[CH:20]=[CH:19][CH:18]=[CH:17][C:16]=3[C:21]([CH3:24])([CH3:23])[CH3:22])=[N:10][CH:11]=[CH:12][CH:13]=2)=[N:4][C:3]=1[C:25]([F:28])([F:27])[F:26].[CH:29]([C:31]1[CH:32]=[C:33](B(O)O)[CH:34]=[CH:35][CH:36]=1)=[O:30]>>[C:21]([C:16]1[CH:17]=[CH:18][CH:19]=[CH:20][C:15]=1[O:14][C:9]1[C:8]([NH:7][C:5]2[S:6][C:2]([C:35]3[CH:36]=[C:31]([CH:32]=[CH:33][CH:34]=3)[CH:29]=[O:30])=[C:3]([C:25]([F:28])([F:27])[F:26])[N:4]=2)=[CH:13][CH:12]=[CH:11][N:10]=1)([CH3:24])([CH3:23])[CH3:22]. Procedure details: Example 374a was synthesized from N-(5-bromo-4-(trifluoromethyl)thiazol-2-yl)-2-(2-tert-butylphenoxy)pyridin-3-amine (Example 323a) and 3-formylphenyl boronic acid according to a similar procedure described for Example 107. Example 374a was obtained as a white foam. (M+H)+=498.3. Starting materials: CC(C)(C)O, C1CCOC1, CC(C)(C)[O-], N#Cc1cnc2cc(N3CCOCC3)c(NC(=O)CCCl)cc2c1Nc1ccc(F)c(Cl)c1, [K+]. The product is C=CC(=O)Nc1cc2c(Nc3ccc(F)c(Cl)c3)c(C#N)cnc2cc1N1CCOCC1. As a reaction SMILES: [C:40]([OH:41])([CH3:42])([CH3:43])[CH3:44].[CH2:45]1[O:46][CH2:47][CH2:48][CH2:49]1.[CH3:34][C:35]([CH3:36])([O-:37])[CH3:38].[Cl:1][CH2:2][CH2:3][C:4](=[O:5])[NH:6][c:7]1[cH:8][c:9]2[c:10]([NH:25][c:26]3[cH:27][c:28]([Cl:33])[c:29]([F:32])[cH:30][cH:31]3)[c:11]([C:23]#[N:24])[cH:12][n:13][c:14]2[cH:15][c:16]1[N:17]1[CH2:18][CH2:19][O:20][CH2:21][CH2:22]1.[K+:39]>>[CH2:2]=[CH:3][C:4](=[O:5])[NH:6][c:7]1[cH:8][c:9]2[c:10]([NH:25][c:26]3[cH:27][c:28]([Cl:33])[c:29]([F:32])[cH:30][cH:31]3)[c:11]([C:23]#[N:24])[cH:12][n:13][c:14]2[cH:15][c:16]1[N:17]1[CH2:18][CH2:19][O:20][CH2:21][CH2:22]1. Starting materials: ClC1=CC=C(C=C1)C#CC1=CC=C(C=C1)\C=N\C=1C=CC2=C(OC(OC2=O)(C)C)C1 (7-[((E)-{4-[(4-chlorophenyl)ethynyl]phenyl}methylidene)amino]-2,2-dimethyl-4H-1,3-benzodioxin-4-one), C(C)(=O)O[BH-](OC(C)=O)OC(C)=O.[Na+] (sodium triacetoxyborohydride), C(C)(=O)O (acetic acid). The solvent is ClCCCl (DCE), O (H2O). Conditions: temperature 50 celsius. Product: ClC1=CC=C(C=C1)C#CC1=CC=C(CNC=2C=CC3=C(OC(OC3=O)(C)C)C2)C=C1 (7-({4-[(4-chlorophenyl)ethynyl]benzyl}amino)-2,2-dimethyl-1H-1,3-benzodioxin-4-one). The yield is 78.4%. RXN SMILES: [Cl:1][C:2]1[CH:7]=[CH:6][C:5]([C:8]#[C:9][C:10]2[CH:15]=[CH:14][C:13](/[CH:16]=[N:17]/[C:18]3[CH:19]=[CH:20][C:21]4[C:26](=[O:27])[O:25][C:24]([CH3:29])([CH3:28])[O:23][C:22]=4[CH:30]=3)=[CH:12][CH:11]=2)=[CH:4][CH:3]=1.C(O[BH-](OC(=O)C)OC(=O)C)(=O)C.[Na+].C(O)(=O)C>ClCCCl.O>[Cl:1][C:2]1[CH:3]=[CH:4][C:5]([C:8]#[C:9][C:10]2[CH:15]=[CH:14][C:13]([CH2:16][NH:17][C:18]3[CH:19]=[CH:20][C:21]4[C:26](=[O:27])[O:25][C:24]([CH3:28])([CH3:29])[O:23][C:22]=4[CH:30]=3)=[CH:12][CH:11]=2)=[CH:6][CH:7]=1 |f:1.2|. Procedure details: A mixture of 7-[((E)-{4-[(4-chlorophenyl)ethynyl]phenyl}methylidene)amino]-2,2-dimethyl-4H-1,3-benzodioxin-4-one (1.65 g, 3.97 mmol), sodium triacetoxyborohydride (2.52 g, 11.9 mmol) and acetic acid (0.34 mL, 5.95 mmol) in anhydrous DCE (100 mL) was heated at 50° C. for 3 h. Then the reaction mixture was diluted with H2O (100 mL) and a saturated aqueous solution of NaHCO3 (100 mL) and extracted with DCM (3×200 mL). The combined organic layers were dried over MgSO4 and the solvents were removed u...